This data is from the Open Reaction Database (ORD), a public repository of structured organic reaction records. The task is: describe an organic reaction: reactants, conditions, products, and yield The reactants are IC1=CC=C(C=C1)C(C)=CCCCCCC (2-(4-iodophenyl)-2-nonene), C(C)[SiH](CC)CC (triethylsilane), FC(C(=O)O)(F)F (Trifluoroacetic acid). Run at temperature 0 celsius, time 22 hour. Product: IC1=CC=C(C=C1)C(C)CCCCCCC (2-(4-Iodophenyl)nonane). Yield: 91.0%. Reaction SMILES: [I:1][C:2]1[CH:7]=[CH:6][C:5]([C:8](=[CH:10][CH2:11][CH2:12][CH2:13][CH2:14][CH2:15][CH3:16])[CH3:9])=[CH:4][CH:3]=1.C([SiH](CC)CC)C.FC(F)(F)C(O)=O>>[I:1][C:2]1[CH:7]=[CH:6][C:5]([CH:8]([CH2:10][CH2:11][CH2:12][CH2:13][CH2:14][CH2:15][CH3:16])[CH3:9])=[CH:4][CH:3]=1. Procedure: A mixture of 12.50 g (38.08 mmol) of 2-(4-iodophenyl)-2-nonene and 6.42 g (55.2 mmol) of triethylsilane was cooled to 0° C. Trifluoroacetic acid (13.03 g, 114.2 mmol) was added dropwise and the resulting mixture was stirred at room temperature for 22 hrs before it was heated to reflux for 30 min. The mixture was cooled and partitioned between 200 ml hexanes and 100 ml of 10% K2CO3 in water. The hexane layer was washed with brine (50 ml) and dried over Na2SO4. The colorless solution was concentra...